From a dataset of the Open Reaction Database (ORD), a public repository of structured organic reaction records. describe an organic reaction: reactants, conditions, products, and yield The reactants are CC1CNCCN1, COC(=O)c1cnc(Cl)c(Cl)c1. The product is COC(=O)c1cnc(N2CCNC(C)C2)c(Cl)c1. As a reaction SMILES: [CH3:13][CH:14]1[NH:15][CH2:16][CH2:17][NH:18][CH2:19]1.[CH3:1][O:2][C:3]([c:4]1[cH:5][n:6][c:7]([Cl:11])[c:8]([Cl:10])[cH:9]1)=[O:12]>>[CH3:1][O:2][C:3]([c:4]1[cH:5][n:6][c:7]([N:18]2[CH2:17][CH2:16][NH:15][CH:14]([CH3:13])[CH2:19]2)[c:8]([Cl:10])[cH:9]1)=[O:12]. Starting materials: Cl.NC1=NC(=NC2=CC(=C(C=C12)OC)OC)N1CCN(CC1)C(CC(=O)OCC)=O (4-Amino-6,7-dimethoxy-2-[4-(2-ethoxycarbonylacetyl)-1-piperazinyl]-quinazoline hydrochloride), NC1=CC=CC=C1 (aniline). Solvent: CN(C)C=O (DMF). Conditions: temperature 155 celsius. Yields the product O.Cl.NC1=NC(=NC2=CC(=C(C=C12)OC)OC)N1CCN(CC1)C(CC(=O)NC1=CC=CC=C1)=O.NC1=NC(=NC2=CC(=C(C=C12)OC)OC)N1CCN(CC1)C(CC(=O)NC1=CC=CC=C1)=O.Cl (4-Amino-6,7-dimethoxy-2-[4-(phenylaminocarbonylacetyl)-1-piperazinyl]-quinazoline hydrochloride hemihydrate). As a reaction SMILES: [ClH:1].[NH2:2][C:3]1[C:12]2[C:7](=[CH:8][C:9]([O:15][CH3:16])=[C:10]([O:13][CH3:14])[CH:11]=2)[N:6]=[C:5]([N:17]2[CH2:22][CH2:21][N:20]([C:23](=[O:30])[CH2:24][C:25](OCC)=[O:26])[CH2:19][CH2:18]2)[N:4]=1.[NH2:31][C:32]1[CH:37]=[CH:36][CH:35]=[CH:34][CH:33]=1>CN(C=O)C>[OH2:13].[ClH:1].[NH2:2][C:3]1[C:12]2[C:7](=[CH:8][C:9]([O:15][CH3:16])=[C:10]([O:13][CH3:14])[CH:11]=2)[N:6]=[C:5]([N:17]2[CH2:18][CH2:19][N:20]([C:23](=[O:30])[CH2:24][C:25]([NH:31][C:32]3[CH:37]=[CH:36][CH:35]=[CH:34][CH:33]=3)=[O:26])[CH2:21][CH2:22]2)[N:4]=1.[NH2:2][C:3]1[C:12]2[C:7](=[CH:8][C:9]([O:15][CH3:16])=[C:10]([O:13][CH3:14])[CH:11]=2)[N:6]=[C:5]([N:17]2[CH2:18][CH2:19][N:20]([C:23](=[O:30])[CH2:24][C:25]([NH:31][C:32]3[CH:37]=[CH:36][CH:35]=[CH:34][CH:33]=3)=[O:26])[CH2:21][CH2:22]2)[N:4]=1.[ClH:1] |f:0.1,4.5.6.7.8|. Procedure: A mixture of 4 g of the compound obtained in Example 18 and 14 ml aniline in 6 ml DMF is warmed at 155° C. for 5.5 h. Starting materials: CCOC(=O)CC(=O)[O-], C1CCOC1, [Cl-], O=C(O)c1ccc(-c2ccc(Cl)cc2)cc1, Cl, [Li]CCCC. Product: CCOC(=O)CC(=O)c1ccc(-c2ccc(Cl)cc2)cc1. RXN SMILES: [C:1]([CH2:2][C:3](=[O:4])[O-:5])(=[O:6])[O:7][CH2:8][CH3:9].[CH2:33]1[O:34][CH2:35][CH2:36][CH2:37]1.[Cl-:15].[Cl:16][c:17]1[cH:18][cH:19][c:20](-[c:23]2[cH:24][cH:25][c:26]([C:29]([OH:30])=[O:31])[cH:27][cH:28]2)[cH:21][cH:22]1.[ClH:32].[Li:10][CH2:11][CH2:12][CH2:13][CH3:14]>>[C:1]([CH2:2][C:3](=[O:5])[c:26]1[cH:25][cH:24][c:23](-[c:20]2[cH:19][cH:18][c:17]([Cl:16])[cH:22][cH:21]2)[cH:28][cH:27]1)(=[O:6])[O:7][CH2:8][CH3:9].